This data is from the Open Reaction Database (ORD), a public repository of structured organic reaction records. The task is: describe an organic reaction: reactants, conditions, products, and yield Reactants: COC(CN(CC(=O)OC)C1=CC(=CC(=C1)OCCCCCCCCCCCCCCCCCC)O)=O (N-[3-hydroxy-5-(octadecyloxy)phenyl]-N-(2-methoxy-2-oxoethyl)glycine methyl ester), ClCCCCC1=CC2=CC(=C(C=C2C=C1)OCC1=CC=CC=C1)OCC1=CC=CC=C1 (2-(4-chlorobutyl)-6,7-bis(phenylmethoxy) naphthalene), C([O-])([O-])=O.[K+].[K+] (potassium carbonate), [I-].[Na+] (sodium iodide). Solvent: CC(=O)C (acetone), CN(C)C=O (DMF). The product is COC(CN(C1=CC(=CC(=C1)OCCCCC=1C=C2C=C(C(=CC2=CC1)OCC1=CC=CC=C1)OCC1=CC=CC=C1)OCCCCCCCCCCCCCCCCCC)CC(=O)OC)=O (N-(2 -methoxy-2-oxoethyl)-N-[3-(octadecyloxy)-5-[4-[2,3-bis(phenylmethoxy)-6-naphthalenyl]butoxy]phenyl]glycine methyl ester). Yield: 49.3%. As a reaction SMILES: [CH3:1][O:2][C:3](=[O:37])[CH2:4][N:5]([C:11]1[CH:16]=[C:15]([O:17][CH2:18][CH2:19][CH2:20][CH2:21][CH2:22][CH2:23][CH2:24][CH2:25][CH2:26][CH2:27][CH2:28][CH2:29][CH2:30][CH2:31][CH2:32][CH2:33][CH2:34][CH3:35])[CH:14]=[C:13]([OH:36])[CH:12]=1)[CH2:6][C:7]([O:9][CH3:10])=[O:8].Cl[CH2:39][CH2:40][CH2:41][CH2:42][C:43]1[CH:52]=[CH:51][C:50]2[C:45](=[CH:46][C:47]([O:61][CH2:62][C:63]3[CH:68]=[CH:67][CH:66]=[CH:65][CH:64]=3)=[C:48]([O:53][CH2:54][C:55]3[CH:60]=[CH:59][CH:58]=[CH:57][CH:56]=3)[CH:49]=2)[CH:44]=1.C(=O)([O-])[O-].[K+].[K+].[I-].[Na+]>CC(C)=O.CN(C=O)C>[CH3:1][O:2][C:3](=[O:37])[CH2:4][N:5]([CH2:6][C:7]([O:9][CH3:10])=[O:8])[C:11]1[CH:12]=[C:13]([O:36][CH2:39][CH2:40][CH2:41][CH2:42][C:43]2[CH:44]=[C:45]3[C:50](=[CH:51][CH:52]=2)[CH:49]=[C:48]([O:53][CH2:54][C:55]2[CH:56]=[CH:57][CH:58]=[CH:59][CH:60]=2)[C:47]([O:61][CH2:62][C:63]2[CH:68]=[CH:67][CH:66]=[CH:65][CH:64]=2)=[CH:46]3)[CH:14]=[C:15]([O:17][CH2:18][CH2:19][CH2:20][CH2:21][CH2:22][CH2:23][CH2:24][CH2:25][CH2:26][CH2:27][CH2:28][CH2:29][CH2:30][CH2:31][CH2:32][CH2:33][CH2:34][CH3:35])[CH:16]=1 |f:2.3.4,5.6|. Procedure details: A mixture of 1.5 g (2.88 mmol) of N-[3-hydroxy-5-(octadecyloxy)phenyl]-N-(2-methoxy-2-oxoethyl)glycine methyl ester, 1.24 g (2.88 mmol) of 2-(4-chlorobutyl)-6,7-bis(phenylmethoxy) naphthalene, 0.8 g (5.75 mmol) of potassium carbonate and 0.43 g (2.88 mmol) of sodium iodide in 50 ml of acetone and 10 ml of DMF was stirred at reflux under argon for 40 hours. The acetone was removed by distillation and 50 ml of DMF, 1.24 g of 2-(4-chlorobutyl)-6,7-bis(phenylmethoxy)naphthalene, 0.8 g of potassium c... The reactants are C(C1=CC=CC=C1)OC1=C(C(=NC2=CC=CC=C12)CCl)C (4-(benzyloxy)-2-(chloromethyl)-3-methylquinoline), C(CCCCC)(=O)N1CCNCC1 (1-hexanoylpiperazin), C([O-])([O-])=O.[K+].[K+] (potassium carbonate), CN(C)C=O (DMF). Solvent: O (Water). Run at time 2 hour. Product: C(C1=CC=CC=C1)OC1=C(C(=NC2=CC=CC=C12)CN1CCN(CC1)C(CCCCC)=O)C (4-(benzyloxy)-2-[(4-hexanoylpiperazin-1-yl)methyl]-3-methylquinoline). Yield: 80.5%. As a reaction SMILES: [CH2:1]([O:8][C:9]1[C:18]2[C:13](=[CH:14][CH:15]=[CH:16][CH:17]=2)[N:12]=[C:11]([CH2:19]Cl)[C:10]=1[CH3:21])[C:2]1[CH:7]=[CH:6][CH:5]=[CH:4][CH:3]=1.[C:22]([N:29]1[CH2:34][CH2:33][NH:32][CH2:31][CH2:30]1)(=[O:28])[CH2:23][CH2:24][CH2:25][CH2:26][CH3:27].C(=O)([O-])[O-].[K+].[K+].CN(C=O)C>O>[CH2:1]([O:8][C:9]1[C:18]2[C:13](=[CH:14][CH:15]=[CH:16][CH:17]=2)[N:12]=[C:11]([CH2:19][N:32]2[CH2:33][CH2:34][N:29]([C:22](=[O:28])[CH2:23][CH2:24][CH2:25][CH2:26][CH3:27])[CH2:30][CH2:31]2)[C:10]=1[CH3:21])[C:2]1[CH:7]=[CH:6][CH:5]=[CH:4][CH:3]=1 |f:2.3.4|. Procedure: A mixture of 4-(benzyloxy)-2-(chloromethyl)-3-methylquinoline (200 mg), 1-hexanoylpiperazin (130 mg), potassium carbonate (111 mg), and DMF (6 mL) was stirred at room temperature for 2 hours. Water (30 mL) was added to the reaction mixture, followed by extraction with ethyl acetate (50 mL). The organic layer was washed sequentially with water and saturated brine, and then dried over anhydrous magnesium sulfate. The solvent was evaporated under reduced pressure, and then the residue was purified ... Reactants: CS(=O)(=O)N(CC#N)c1ccc(N)cc1, CCOC(=C1C(=O)Nc2ccccc21)c1ccccc1, CN(C)C=O. The product is CS(=O)(=O)N(CC#N)c1ccc(NC(=C2C(=O)Nc3ccccc32)c2ccccc2)cc1. Reaction SMILES: [C:21](#[N:22])[CH2:23][N:24]([S:25](=[O:26])(=[O:27])[CH3:28])[c:29]1[cH:30][cH:31][c:32]([NH2:33])[cH:34][cH:35]1.[CH2:1]([O:2][C:4]([c:5]1[cH:6][cH:7][cH:8][cH:9][cH:10]1)=[C:11]1[C:12](=[O:20])[NH:13][c:14]2[cH:15][cH:16][cH:17][cH:18][c:19]21)[CH3:3].[O:36]=[CH:37][N:38]([CH3:39])[CH3:40]>>[C:4]([c:5]1[cH:6][cH:7][cH:8][cH:9][cH:10]1)(=[C:11]1[C:12](=[O:20])[NH:13][c:14]2[cH:15][cH:16][cH:17][cH:18][c:19]21)[NH:33][c:32]1[cH:31][cH:30][c:29]([N:24]([CH2:23][C:21]#[N:22])[S:25](=[O:26])(=[O:27])[CH3:28])[cH:35][cH:34]1. Procedure details: Starting from 3-cyclohexyl-1-methyl-5-pyrazolamine and methyl-2-(3-nitrobenzyliden)acetoacetate in equimolar proportions. As a reaction SMILES: [CH:1]1([C:7]2[CH:11]=[C:10]([NH2:12])[N:9]([CH3:13])[N:8]=2)[CH2:6][CH2:5][CH2:4][CH2:3][CH2:2]1.[CH3:14][O:15][C:16](=[O:31])[C:17](=[CH:21][C:22]1[CH:27]=[CH:26][CH:25]=[C:24]([N+:28]([O-:30])=[O:29])[CH:23]=1)[C:18]([CH3:20])=O>>[CH3:14][O:15][C:16]([C:17]1[CH:21]([C:22]2[CH:27]=[CH:26][CH:25]=[C:24]([N+:28]([O-:30])=[O:29])[CH:23]=2)[C:11]2[C:7]([CH:1]3[CH2:2][CH2:3][CH2:4][CH2:5][CH2:6]3)=[N:8][N:9]([CH3:13])[C:10]=2[NH:12][C:18]=1[CH3:20])=[O:31]. Starting materials: C1(CCCCC1)C1=NN(C(=C1)N)C (3-cyclohexyl-1-methyl-5-pyrazolamine), COC(C(C(=O)C)=CC1=CC(=CC=C1)[N+](=O)[O-])=O (methyl-2-(3-nitrobenzyliden)acetoacetate). Yields the product COC(=O)C=1C(C2=C(NC1C)N(N=C2C2CCCCC2)C)C2=CC(=CC=C2)[N+](=O)[O-] (3-Cyclohexyl-4,7-dihydro-1,6-dimethyl-4-(3-nitrophenyl)-1H-pyrazolo[3,4-b]pyridin-5-carboxylic acid methyl ester). The reactants are ice water, NOS(=O)(=O)O (hydroxylamine-O-sulfonic acid), C(C)(=O)[O-].[Na+] (sodium acetate), N1(CCOCC1)CCN1S(C2=C(C=C1CO)C=CS2)(=O)=O (2-[2-(4-Morpholinyl)ethyl]-2H-thieno[3,2-e]-1,2-thiazine-3-methanol 1,1-dioxide), S(=O)=O (sulfur dioxide), C(CCC)[Li] (n-butyllithium). Solvent: C1CCOC1 (THF). Conditions: time 5 minute. Yields the product OCC=1N(S(C2=C(C1)C=C(S2)S(=O)(=O)N)(=O)=O)CCN2CCOCC2 (3-Hydroxymethyl-2-[2-(4-morpholinyl)ethyl]-2H-thieno[3,2-e]-1,2-thiazine-6-sulfonamide 1,1-dioxide). Isolated yield 77.0%. Reaction SMILES: [N:1]1([CH2:7][CH2:8][N:9]2[C:14]([CH2:15][OH:16])=[CH:13][C:12]3[CH:17]=[CH:18][S:19][C:11]=3[S:10]2(=[O:21])=[O:20])[CH2:6][CH2:5][O:4][CH2:3][CH2:2]1.C([Li])CCC.[S:27](=[O:29])=[O:28].[NH2:30]OS(O)(=O)=O.C([O-])(=O)C.[Na+]>C1COCC1>[OH:16][CH2:15][C:14]1[N:9]([CH2:8][CH2:7][N:1]2[CH2:6][CH2:5][O:4][CH2:3][CH2:2]2)[S:10](=[O:20])(=[O:21])[C:11]2[S:19][C:18]([S:27]([NH2:30])(=[O:29])=[O:28])=[CH:17][C:12]=2[CH:13]=1 |f:4.5|. Procedure details: To a mixture of the product from Step D (3.25 g, 9.85 mmol) in anhydrous THF (40 mL) under nitrogen at -70° C. was added n-butyllithium (2.5M in hexanes, 9.06 mL, 22.7 mmol). The mixture was stirred for 7 min before sulfur dioxide gas was passed over the solution for about 5 min. The resulting mixture was warmed to ambient temperature and evaporated to a residue which was mixed with ice-water (150 mL), hydroxylamine-O-sulfonic acid (3.34 g, 29.6 mmol) and sodium acetate (6.20 g, 45.6 g) and stir... The reactants are C(C)(C)(C)OC(=O)C1NC(C(C1C1=C(C(=CC=C1)Cl)F)(C#N)C1=C(C=C(C=C1)Cl)F)CC1CCOCC1 (rac-(2R,3S,4R,5S)-3-(3-chloro-2-fluoro-phenyl)-4-(4-chloro-2-fluoro-phenyl)-4-cyano-5-(tetrahydro-pyran-4-ylmethyl)-pyrrolidine-2-carboxylic acid tert-butyl ester), FC(C(=O)O)(F)F (trifluoroacetic acid). As a reaction SMILES: C([O:5][C:6]([CH:8]1[CH:12]([C:13]2[CH:18]=[CH:17][CH:16]=[C:15]([Cl:19])[C:14]=2[F:20])[C:11]([C:23]2[CH:28]=[CH:27][C:26]([Cl:29])=[CH:25][C:24]=2[F:30])([C:21]#[N:22])[CH:10]([CH2:31][CH:32]2[CH2:37][CH2:36][O:35][CH2:34][CH2:33]2)[NH:9]1)=[O:7])(C)(C)C.[F:38][C:39]([F:44])([F:43])[C:40]([OH:42])=[O:41]>ClCCl>[F:38][C:39]([F:44])([F:43])[C:40]([OH:42])=[O:41].[Cl:19][C:15]1[C:14]([F:20])=[C:13]([CH:12]2[C:11]([C:23]3[CH:28]=[CH:27][C:26]([Cl:29])=[CH:25][C:24]=3[F:30])([C:21]#[N:22])[CH:10]([CH2:31][CH:32]3[CH2:33][CH2:34][O:35][CH2:36][CH2:37]3)[NH:9][CH:8]2[C:6]([OH:7])=[O:5])[CH:18]=[CH:17][CH:16]=1 |f:3.4|. Run in ClCCl (dichloromethane). Isolated yield 80.0%. Procedure: In a manner similar to the method described in Example 25a, rac-(2R,3S,4R,5S)-3-(3-chloro-2-fluoro-phenyl)-4-(4-chloro-2-fluoro-phenyl)-4-cyano-5-(tetrahydro-pyran-4-ylmethyl)-pyrrolidine-2-carboxylic acid tert-butyl ester prepared in Example 101b (0.45 g, 0.81 mmol) was vented with trifluoroacetic acid in dichloromethane at room temperature to give rac-(2R,3S,4R,5S)-3-(3-chloro-2-fluoro-phenyl)-4-(4-chloro-2-fluoro-phenyl)-4-cyano-5-(tetrahydro-pyran-4-ylmethyl)-pyrrolidine-2-carboxylic acid tr... Product: FC(C(=O)O)(F)F.ClC=1C(=C(C=CC1)C1C(NC(C1(C#N)C1=C(C=C(C=C1)Cl)F)CC1CCOCC1)C(=O)O)F (rac-(2R,3S,4R,5S)-3-(3-chloro-2-fluoro-phenyl)-4-(4-chloro-2-fluoro-phenyl)-4-cyano-5-(tetrahydro-pyran-4-ylmethyl)-pyrrolidine-2-carboxylic acid trifluoroacetic acid). Reactants: C(C1=CC=CC=C1)[C@@H]1C(N[C@H]1CCO)=O (Trans-3-benzyl-4-(2-hydroxyethyl)-2-azetidinone), C(C)(C)[C@@H]1C(N[C@H]1CCO)=O (trans-3-isopropyl-4-(2-hydroxyethyl)-2-azetidinone). Product: C(C1=CC=CC=C1)[C@@H]1C(N[C@H]1CCOC(C)=O)=O (trans-3-benzyl-4-(2-acetoxyethyl)-2-azetidinone). As a reaction SMILES: [CH2:1]([C@H:8]1[C@H:11]([CH2:12][CH2:13][OH:14])[NH:10][C:9]1=[O:15])[C:2]1[CH:7]=[CH:6][CH:5]=[CH:4][CH:3]=1.C([C@H]1[C@H]([CH2:23][CH2:24][OH:25])NC1=O)(C)C>>[CH2:1]([C@H:8]1[C@H:11]([CH2:12][CH2:13][O:14][C:24](=[O:25])[CH3:23])[NH:10][C:9]1=[O:15])[C:2]1[CH:3]=[CH:4][CH:5]=[CH:6][CH:7]=1. Procedure: Trans-3-benzyl-4-(2-hydroxyethyl)-2-azetidinone is acetylated as described for the acetylation of trans-3-isopropyl-4-(2-hydroxyethyl)-2-azetidinone to give trans-3-benzyl-4-(2-acetoxyethyl)-2-azetidinone. Starting materials: CC1CN(c2ncccc2C(F)(F)F)CCN1, FC(F)(F)c1ccc2nc(Cl)[nH]c2c1, C1COCCO1. The product is CC1CN(c2ncccc2C(F)(F)F)CCN1c1nc2cc(C(F)(F)F)ccc2[nH]1. Reaction SMILES: [CH3:15][CH:16]1[CH2:17][N:18]([c:22]2[n:23][cH:24][cH:25][cH:26][c:27]2[C:28]([F:29])([F:30])[F:31])[CH2:19][CH2:20][NH:21]1.[Cl:1][c:2]1[n:3][c:4]2[c:5]([nH:6]1)[cH:7][c:8]([C:11]([F:12])([F:13])[F:14])[cH:9][cH:10]2.[O:32]1[CH2:33][CH2:34][O:35][CH2:36][CH2:37]1>>[c:2]1([N:21]2[CH:16]([CH3:15])[CH2:17][N:18]([c:22]3[n:23][cH:24][cH:25][cH:26][c:27]3[C:28]([F:29])([F:30])[F:31])[CH2:19][CH2:20]2)[nH:3][c:4]2[c:5]([n:6]1)[cH:7][c:8]([C:11]([F:12])([F:13])[F:14])[cH:9][cH:10]2. Starting materials: CCN(C(C)C)C(C)C, O=C(Cl)C1CCCCC1, ClCCl, Nc1nccs1. The product is O=C(Nc1nccs1)C1CCCCC1. RXN SMILES: [CH:16]([N:17]([CH:18]([CH3:19])[CH3:20])[CH2:21][CH3:22])([CH3:23])[CH3:24].[CH:1]1([C:7](=[O:8])[Cl:9])[CH2:2][CH2:3][CH2:4][CH2:5][CH2:6]1.[Cl:25][CH2:26][Cl:27].[NH2:10][c:11]1[s:12][cH:13][cH:14][n:15]1>>[CH:1]1([C:7](=[O:8])[NH:10][c:11]2[s:12][cH:13][cH:14][n:15]2)[CH2:2][CH2:3][CH2:4][CH2:5][CH2:6]1.